From a dataset of the Open Reaction Database (ORD), a public repository of structured organic reaction records. describe an organic reaction: reactants, conditions, products, and yield Reactants: C([O-])(O)=O.[Na+] (sodium bicarbonate), C([O-])(O)=O.[Na+] (sodium bicarbonate), CI (methyl iodide), COC1=CC=C(CS[C@H]2C[C@H](NC2)C(=O)OC)C=C1 ((2S, 4S)-4-(4-methoxybenzylthio)-2-methoxycarbonylpyrrolidine). Run in CN(C=O)C (dimethylformamide). Conditions: time 5 hour. The product is COC1=CC=C(CS[C@H]2C[C@H](N(C2)C)C(=O)OC)C=C1 ((2S, 4S)-4-(4-Methoxybenzylthio)-2-methoxycarbonyl-1-methylpyrrolidine). Yield: 27.9%. As a reaction SMILES: [C:1](=O)(O)[O-].[Na+].CI.[CH3:8][O:9][C:10]1[CH:26]=[CH:25][C:13]([CH2:14][S:15][C@@H:16]2[CH2:20][NH:19][C@H:18]([C:21]([O:23][CH3:24])=[O:22])[CH2:17]2)=[CH:12][CH:11]=1>CN(C)C=O>[CH3:8][O:9][C:10]1[CH:11]=[CH:12][C:13]([CH2:14][S:15][C@@H:16]2[CH2:20][N:19]([CH3:1])[C@H:18]([C:21]([O:23][CH3:24])=[O:22])[CH2:17]2)=[CH:25][CH:26]=1 |f:0.1|. Reported procedure: 1.18 g of sodium bicarbonate and 0.876 ml of methyl iodide were added, whilst ice-cooling, to a solution of 3.3 g of (2S, 4S)-4-(4-methoxybenzylthio)-2-methoxycarbonylpyrrolidine [prepared as described in step (9) above] dissolved in 30 ml of dry dimethylformamide, and the mixture was stirred at room temperature for 5 hours. At the end of this time, the reaction mixture was poured into a saturated aqueous solution of sodium bicarbonate and extracted with ethyl acetate. The extract was washed wit... The reactants are FC1=C(CN2N=C(C=3C2=NC(=NC3)C)I)C=CC=C1F (1-(2,3-difluorobenzyl)-3-iodo-6-methyl-1H-pyrazolo[3,4-d]pyrimidine), [Cu]C#N (copper(I) cyanide), C(C)(=O)OCC (ethyl acetate). Run in CS(=O)C (DMSO). Conditions: temperature 150 celsius. Yields the product FC1=C(CN2N=C(C=3C2=NC(=NC3)C)C#N)C=CC=C1F (1-(2,3-Difluorobenzyl)-6-methyl-1H-pyrazolo[3,4-d]pyrimidine-3-carbonitrile). As a reaction SMILES: [F:1][C:2]1[C:19]([F:20])=[CH:18][CH:17]=[CH:16][C:3]=1[CH2:4][N:5]1[C:9]2=[N:10][C:11]([CH3:14])=[N:12][CH:13]=[C:8]2[C:7](I)=[N:6]1.[Cu][C:22]#[N:23].C(OCC)(=O)C>CS(C)=O>[F:1][C:2]1[C:19]([F:20])=[CH:18][CH:17]=[CH:16][C:3]=1[CH2:4][N:5]1[C:9]2=[N:10][C:11]([CH3:14])=[N:12][CH:13]=[C:8]2[C:7]([C:22]#[N:23])=[N:6]1. Procedure details: 1.360 g (3.35 mmol) of 1-(2,3-difluorobenzyl)-3-iodo-6-methyl-1H-pyrazolo[3,4-d]pyrimidine and 330 mg (3.68 mmol) of copper(I) cyanide were initially charged in 10 ml of absolute DMSO and the mixture was heated at 150° C. for 2 h. After cooling, the mixture was added to 200 ml of ethyl acetate and washed with a mixture of concentrated aqueous ammonia solution and semisaturated aqueous ammonium chloride solution (v/v=1:3). The organic phase was washed with saturated aqueous sodium chloride soluti... Starting materials: BrC=1SC2=C(N1)C=CC(=C2)NC(OC(C)(C)C)=O (tert-Butyl (2-bromo-1,3-benzothiazol-6-yl)carbamate), CC1(COB(OC1)C=1C=CC(=NC1)CNC(OC(C)(C)C)=O)C (tert-butyl [5-(5,5-dimethyl-1,3,2-dioxaborinan-2-yl)pyridin-2-yl]methylcarbamate), C(C)(C)(C)OC(NCC1=NC=C(C=C1)C=1SC2=C(N1)C=CC(=C2)C(N)=O)=O (tert-butyl[5-(6-carbamoyl-1,3-benzothiazol-2-yl)pyridin-2-yl]methylcarbamate). Product: C(C)(C)(C)OC(=O)NC1=CC2=C(N=C(S2)C=2C=CC(=NC2)CNC(OC(C)(C)C)=O)C=C1 (tert-butyl (5-{6-[(tert-butoxycarbonyl)amino]-1,3-benzothiazol-2-yl}pyridin-2-yl)methylcarbamate). Isolated yield 80.3%. Reaction SMILES: Br[C:2]1[S:3][C:4]2[CH:10]=[C:9]([NH:11][C:12](=[O:18])[O:13][C:14]([CH3:17])([CH3:16])[CH3:15])[CH:8]=[CH:7][C:5]=2[N:6]=1.CC1(C)COB([C:26]2[CH:27]=[CH:28][C:29]([CH2:32][NH:33][C:34](=[O:40])[O:35][C:36]([CH3:39])([CH3:38])[CH3:37])=[N:30][CH:31]=2)OC1.C(OC(=O)NCC1C=CC(C2SC3C=C(C(=O)N)C=CC=3N=2)=CN=1)(C)(C)C>>[C:14]([O:13][C:12]([NH:11][C:9]1[CH:8]=[CH:7][C:5]2[N:6]=[C:2]([C:26]3[CH:27]=[CH:28][C:29]([CH2:32][NH:33][C:34](=[O:40])[O:35][C:36]([CH3:38])([CH3:37])[CH3:39])=[N:30][CH:31]=3)[S:3][C:4]=2[CH:10]=1)=[O:18])([CH3:17])([CH3:16])[CH3:15]. Procedure: tert-Butyl (2-bromo-1,3-benzothiazol-6-yl)carbamate (100 mg, 0.30 mmol) and tert-butyl [5-(5,5-dimethyl-1,3,2-dioxaborinan-2-yl)pyridin-2-yl]methylcarbamate (0.146 g, 0.46 mmol) were subjected to the procedure used for the preparation of tert-butyl[5-(6-carbamoyl-1,3-benzothiazol-2-yl)pyridin-2-yl]methylcarbamate. This gave the product (110 mg) as a white solid. MS m/z (M−H) 455. The reactants are NC(C)C1=CC2=CC=CC=C2C=C1 (racemic 1-amino-1-(β-naphthyl)ethane), COCC(=O)OC (methyl methoxyacetate). Run in C(C)(C)(C)OC (methyl tert-butyl ether). The product is C1=C(C=CC2=CC=CC=C12)[C@@H](C)NC(COC)=O ((R)-N-[1-(β-naphthyl)ethyl]methoxyacetamide). Isolated yield 34.8%. RXN SMILES: [NH2:1][CH:2]([C:4]1[CH:13]=[CH:12][C:11]2[C:6](=[CH:7][CH:8]=[CH:9][CH:10]=2)[CH:5]=1)[CH3:3].[CH3:14][O:15][CH2:16][C:17](OC)=[O:18]>C(OC)(C)(C)C>[CH:5]1[C:6]2[C:11](=[CH:10][CH:9]=[CH:8][CH:7]=2)[CH:12]=[CH:13][C:4]=1[C@H:2]([NH:1][C:17](=[O:18])[CH2:16][O:15][CH3:14])[CH3:3]. Procedure details: 39 g (0.23 mol) of racemic 1-amino-1-(β-naphthyl)ethane were dissolved in 200 ml of methyl tert-butyl ether. The solution was treated with 29.5 g (0.25 mol) of methyl methoxyacetate, the reaction was started by adding 0.5 g of lipase (approximately 1,000 U/mg, Pseudomonas spec. DSM 8246), and the batch was mixed during the reaction on a vibrating table. After the reaction rate had reached 50% (check by means of gas chromatography), which was the case after approximately 48 hours, the enzyme was ... Conditions: time 15 hour. The reagents and catalysts are [Pt] (Pt/C). Isolated yield 100.9%. The solvent is C(C)(=O)OCC (ethyl acetate). Procedure details: In a high pressure reactor a solution of N-(2-fluoro-4-(trifluoromethoxy)benzyl)-5-((1-methyl-1H-pyrazol-3-yl)methoxy)-2-nitroaniline (80.0 g, 0.18 mol), 5% Pt/C (50% H2O, Johnson Matthey B102022-5) (7.1 g, 0.91 mmol) and ethyl acetate (800 mL) was filled twice with N2 (60 psi) then twice with H2 (60 psi). The flask was then filled with H2 (60 psi) and let stir at RT 15 h. The reaction mixture was filtered (zapcap brand filter), the solid was rinsed with EtOAc (2×200 mL). The filtrate was concen... Yields the product FC1=C(CNC=2C(=CC=C(C2)OCC2=NN(C=C2)C)N)C=CC(=C1)OC(F)(F)F (N1-(2-Fluoro-4-(trifluoromethoxy)benzyl)-5-((1-methyl-1H-pyrazol-3-yl)methoxy)benzene-1,2-diamine). As a reaction SMILES: [F:1][C:2]1[CH:26]=[C:25]([O:27][C:28]([F:31])([F:30])[F:29])[CH:24]=[CH:23][C:3]=1[CH2:4][NH:5][C:6]1[CH:11]=[C:10]([O:12][CH2:13][C:14]2[CH:18]=[CH:17][N:16]([CH3:19])[N:15]=2)[CH:9]=[CH:8][C:7]=1[N+:20]([O-])=O.N#N>[Pt].C(OCC)(=O)C>[F:1][C:2]1[CH:26]=[C:25]([O:27][C:28]([F:30])([F:29])[F:31])[CH:24]=[CH:23][C:3]=1[CH2:4][NH:5][C:6]1[C:7]([NH2:20])=[CH:8][CH:9]=[C:10]([O:12][CH2:13][C:14]2[CH:18]=[CH:17][N:16]([CH3:19])[N:15]=2)[CH:11]=1. Starting materials: FC1=C(CNC2=C(C=CC(=C2)OCC2=NN(C=C2)C)[N+](=O)[O-])C=CC(=C1)OC(F)(F)F (N-(2-fluoro-4-(trifluoromethoxy)benzyl)-5-((1-methyl-1H-pyrazol-3-yl)methoxy)-2-nitroaniline), N#N (N2). The reactants are N[C@H]1COC2=C(N(C1=O)CC(=O)OC(C)(C)C)C=CC=C2 (tert-butyl 3(S)-amino-4-oxo-2,3,4,5-tetrahydro-1,5-benzoxazepine-5-acetate), BrC(C(=O)OCC)CCCCCN1C(C=2C(C1=O)=CC=CC2)=O (ethyl 2-bromo-7-phthalimidoheptanoate), C(C)#N (acetonitrile). Solvent: C(C)N(CC)CC (triethylamine). Reaction conditions: temperature 80 celsius. Yields the product C(C)OC(=O)[C@H](CCCCCN1C(C=2C(C1=O)=CC=CC2)=O)[C@H]2C(OC1=C(N(C2=O)CC(=O)OC(C)(C)C)C=CC=C1)N (tert-butyl 3(S)-[1(R)ethoxycarbonyl-6-phthalimidohexyl]-amino-4-oxo-2,3,4,5-tetrahydro-1,5-benzoxazepine-5-acetate). As a reaction SMILES: N[C@@H:2]1[C:8](=[O:9])[N:7]([CH2:10][C:11]([O:13][C:14]([CH3:17])([CH3:16])[CH3:15])=[O:12])[C:6]2[CH:18]=[CH:19][CH:20]=[CH:21][C:5]=2[O:4][CH2:3]1.Br[CH:23]([CH2:29][CH2:30][CH2:31][CH2:32][CH2:33][N:34]1[C:38](=[O:39])[C:37]2=[CH:40][CH:41]=[CH:42][CH:43]=[C:36]2[C:35]1=[O:44])[C:24]([O:26][CH2:27][CH3:28])=[O:25].C(#[N:47])C>C(N(CC)CC)C>[CH2:27]([O:26][C:24]([C@@H:23]([C@@H:2]1[C:8](=[O:9])[N:7]([CH2:10][C:11]([O:13][C:14]([CH3:17])([CH3:16])[CH3:15])=[O:12])[C:6]2[CH:18]=[CH:19][CH:20]=[CH:21][C:5]=2[O:4][CH:3]1[NH2:47])[CH2:29][CH2:30][CH2:31][CH2:32][CH2:33][N:34]1[C:38](=[O:39])[C:37]2=[CH:40][CH:41]=[CH:42][CH:43]=[C:36]2[C:35]1=[O:44])=[O:25])[CH3:28]. Procedure: A mixture of tert-butyl 3(S)-amino-4-oxo-2,3,4,5-tetrahydro-1,5-benzoxazepine-5-acetate (2 g), ethyl 2-bromo-7-phthalimidoheptanoate (3.9 g), acetonitrile (100 ml) and triethylamine (0.9 g) is heated at 80° C. for 3 days. After evaporation of acetonitrile, water (150 ml) and ethyl acetate (200 ml) is added to the residue, and the mixture is agitated thoroughly. The ethyl acetate layer is dried over anhydrous magnesium sulfate and concentrated in vacuo. The oily residue is dissolved in a mixture ...